From a dataset of the Open Reaction Database (ORD), a public repository of structured organic reaction records. describe an organic reaction: reactants, conditions, products, and yield The reactants are C(CC)(=O)C=1C(OC(=C(C1O)C(=O)O)CC)=O (3-propionyl-4-hydroxy-5-carboxy-6-ethyl-2-pyrone). The solvent is S(O)(O)(=O)=O (sulphuric acid), O (water). Reaction conditions: time 2 hour. Product: OC1=CC(OC(=C1)CC)=O (4-hydroxy-6-ethyl-2-pyrone). Reaction SMILES: C([C:5]1[C:6](=[O:17])[O:7][C:8]([CH2:15][CH3:16])=[C:9](C(O)=O)[C:10]=1[OH:11])(=O)CC>S(=O)(=O)(O)O.O>[OH:11][C:10]1[CH:9]=[C:8]([CH2:15][CH3:16])[O:7][C:6](=[O:17])[CH:5]=1. Procedure details: A solution of 3-propionyl-4-hydroxy-5-carboxy-6-ethyl-2-pyrone (7 gm) in concentrated sulphuric acid (14 ml) and water (2 ml) was heated in an oil bath set at 120° C. for 2 hours. The solution was cooled and then poured into ice. The insoluble solid was filtered. The filtrate was extracted with ethyl acetate (3×100 ml). The combined organic layer was dried over magnesium sulphate and evaporated to give a dirty brown solid. The combined solid from the filtration and the extraction was purified by...